This data is from the Open Reaction Database (ORD), a public repository of structured organic reaction records. The task is: describe an organic reaction: reactants, conditions, products, and yield Starting materials: ClC=1C2=C(C(=NC1)OC)C(=NN2C2=C(C=CC=C2F)F)C2=CC=C(C(=O)O)C=C2 (4-(7-chloro-1-(2,6-difluorophenyl)-4-methoxy-1H-pyrazolo[4,3-c]pyridin-3-yl)benzoic acid), [Cl-].C[NH3+] (methylammonium chloride), CCN=C=NCCCN(C)C.Cl (EDCI hydrochloride), C=1C=CC2=C(C1)N=NN2O (HOBt). The solvent is CN(C)C=O (DMF), C(C)N(CC)CC (triethylamine), O (water). Run at time 96 hour. The product is ClC=1C2=C(C(=NC1)OC)C(=NN2C2=C(C=CC=C2F)F)C2=CC=C(C(=O)NC)C=C2 (4-(7-chloro-1-(2,6-difluorophenyl)-4-methoxy-1H-pyrazolo[4,3-c]pyridin-3-yl)-N-methylbenzamide). Isolated yield 89.2%. RXN SMILES: [Cl:1][C:2]1[C:3]2[N:12]([C:13]3[C:18]([F:19])=[CH:17][CH:16]=[CH:15][C:14]=3[F:20])[N:11]=[C:10]([C:21]3[CH:29]=[CH:28][C:24]([C:25](O)=[O:26])=[CH:23][CH:22]=3)[C:4]=2[C:5]([O:8][CH3:9])=[N:6][CH:7]=1.[Cl-].C[NH3+].C[CH2:34][N:35]=C=NCCCN(C)C.Cl.C1C=CC2N(O)N=NC=2C=1>CN(C=O)C.O.C(N(CC)CC)C>[Cl:1][C:2]1[C:3]2[N:12]([C:13]3[C:14]([F:20])=[CH:15][CH:16]=[CH:17][C:18]=3[F:19])[N:11]=[C:10]([C:21]3[CH:29]=[CH:28][C:24]([C:25]([NH:35][CH3:34])=[O:26])=[CH:23][CH:22]=3)[C:4]=2[C:5]([O:8][CH3:9])=[N:6][CH:7]=1 |f:1.2,3.4|. Procedure details: To a solution of 4-(7-chloro-1-(2,6-difluorophenyl)-4-methoxy-1H-pyrazolo[4,3-c]pyridin-3-yl)benzoic acid (78.3 mg) in anhydrous DMF (3 mL) were added methylammonium chloride (25.4 mg), EDCI hydrochloride (72.2 mg), HOBt (57.7 mg) and triethylamine (0.052 mL) at room temperature, and the mixture was stirred at room temperature for 96 hr. The reaction mixture was diluted with water, and the mixture was extracted with ethyl acetate. The organic layer was washed with saturated brine, dried over anh... The reactants are ClP(Cl)(Cl)(Cl)Cl, Cn1c(O)nc2c3ncc(Cl)cc3ccc21, [Na+], [OH-]. The product is Cn1c(Cl)nc2c3ncc(Cl)cc3ccc21. RXN SMILES: [Cl:17][P:18]([Cl:19])([Cl:20])([Cl:21])[Cl:22].[Cl:1][c:2]1[cH:3][n:4][c:5]2[c:6]3[c:7]([cH:8][cH:9][c:10]2[cH:11]1)[n:12]([CH3:16])[c:13]([OH:15])[n:14]3.[Na+:24].[OH-:23]>>[Cl:1][c:2]1[cH:3][n:4][c:5]2[c:6]3[c:7]([cH:8][cH:9][c:10]2[cH:11]1)[n:12]([CH3:16])[c:13]([Cl:17])[n:14]3.